The task is: describe an organic reaction: reactants, conditions, products, and yield. This data is from the Open Reaction Database (ORD), a public repository of structured organic reaction records. The reactants are CC(C)(C)OC(=O)NC(C(=O)O)c1ccccc1, C1COCCN1, CN(C)c1ccncc1, ClCCl. The product is CC(C)(C)OC(=O)NC(C(=O)N1CCOCC1)c1ccccc1. RXN SMILES: [C:1]([CH3:2])([CH3:3])([CH3:4])[O:5][C:6](=[O:7])[NH:8][CH:9]([C:10](=[O:11])[OH:12])[c:13]1[cH:14][cH:15][cH:16][cH:17][cH:18]1.[CH2:19]1[CH2:20][O:21][CH2:22][CH2:23][NH:24]1.[CH3:28][N:29]([c:30]1[cH:31][cH:32][n:33][cH:34][cH:35]1)[CH3:36].[Cl:25][CH2:26][Cl:27]>>[C:1]([CH3:2])([CH3:3])([CH3:4])[O:5][C:6](=[O:7])[NH:8][CH:9]([C:10](=[O:12])[N:24]1[CH2:19][CH2:20][O:21][CH2:22][CH2:23]1)[c:13]1[cH:14][cH:15][cH:16][cH:17][cH:18]1. Reaction SMILES: [BH4-:1].[CH2:3]1[CH2:4][CH2:5][O:6][C:7]2([CH2:8][CH2:9][CH2:10][CH2:11][CH2:12]2)[O:13]1.[Cl-:20].[Cl-:22].[Cl-:23].[Cl-:24].[ClH:14].[Na+:2].[O:15]1[CH2:16][CH2:17][CH2:18][CH2:19]1.[Zr+4:21]>>[CH2:3]([CH2:4][CH2:5][O:6][CH:7]1[CH2:8][CH2:9][CH2:10][CH2:11][CH2:12]1)[OH:13]. Starting materials: [BH4-], C1CCC2(CC1)OCCCO2, [Cl-], [Cl-], [Cl-], [Cl-], Cl, [Na+], C1CCOC1, [Zr+4]. Product: OCCCOC1CCCCC1. Starting materials: ClC1=CC=C(C=2N3C(=NC21)N(CCC3)C3=C(C=C(C=C3)Cl)Cl)C(C(F)(F)F)O (1-[9-chloro-1-(2,4-dichlorophenyl)-1,2,3,4-tetrahydropyrimido[1,2-a]benzimidazol-6-yl]-2,2,2-trifluoroethanol), C(C)(=O)OC=C (vinyl acetate), di-μ-chlorobis[(η-cycloocta-1,5-diene)iridium (I)], C([O-])([O-])=O.[Na+].[Na+] (sodium carbonate), C(C)[Zn]CC (diethyl zinc), CCCCCC (hexane), ICI (diiodomethane). The solvent is ClC1=C(C=CC=C1)Cl (o-dichlorobenzene), C(C)(=O)OCC (ethyl acetate). Conditions: time 4 hour. Product: ClC1=CC=C(C=2N3C(=NC21)N(CCC3)C3=C(C=C(C=C3)Cl)Cl)C(C(F)(F)F)OC3CC3 (9-Chloro-6-[1-(cyclopropyloxy)-2,2,2-trifluoroethyl]-1-(2,4-dichlorophenyl)-1,2,3,4-tetrahydropyrimido[1,2-a]benzimidazole). The yield is 36.7%. RXN SMILES: [Cl:1][C:2]1[C:10]2[N:9]=[C:8]3[N:11]([C:15]4[CH:20]=[CH:19][C:18]([Cl:21])=[CH:17][C:16]=4[Cl:22])[CH2:12][CH2:13][CH2:14][N:7]3[C:6]=2[C:5]([CH:23]([OH:28])[C:24]([F:27])([F:26])[F:25])=[CH:4][CH:3]=1.C(OC=C)(=O)C.C(=O)([O-])[O-].[Na+].[Na+].C([Zn]CC)C.CCC[CH2:49][CH2:50][CH3:51].ICI>ClC1C=CC=CC=1Cl.C(OCC)(=O)C>[Cl:1][C:2]1[C:10]2[N:9]=[C:8]3[N:11]([C:15]4[CH:20]=[CH:19][C:18]([Cl:21])=[CH:17][C:16]=4[Cl:22])[CH2:12][CH2:13][CH2:14][N:7]3[C:6]=2[C:5]([CH:23]([O:28][CH:49]2[CH2:50][CH2:51]2)[C:24]([F:25])([F:26])[F:27])=[CH:4][CH:3]=1 |f:2.3.4|. Procedure: A suspension of 1-[9-chloro-1-(2,4-dichlorophenyl)-1,2,3,4-tetrahydropyrimido[1,2-a]benzimidazol-6-yl]-2,2,2-trifluoroethanol (135 mg, 0.300 mmol), vinyl acetate (277 μL, 3.00 mmol), di-μ-chlorobis[(η-cycloocta-1,5-diene)iridium (I)] (50.4 mg, 0.0750 mmol) and sodium carbonate (19.1, mg, 0.180 mmol) in o-dichlorobenzene (3.0 mL) was stirred for 27 h at 100° C. The reaction mixture was purified by flash column chromatography on silica gel eluting with a 25% ethyl acetate/n-hexane. The obtained co... Starting materials: C=CCOC(=O)C1=C(C)N(c2cccc(C(F)(F)F)c2)C(=O)CC1c1ccc(C#N)cc1, C1COCCN1, C1CCOC1. Yields the product CC1=C(C(=O)O)C(c2ccc(C#N)cc2)CC(=O)N1c1cccc(C(F)(F)F)c1. As a reaction SMILES: [C:1](#[N:2])[c:3]1[cH:4][cH:5][c:6]([CH:9]2[C:10]([C:27](=[O:28])[O:29][CH2:30][CH:31]=[CH2:32])=[C:11]([CH3:26])[N:12]([c:16]3[cH:17][c:18]([C:22]([F:23])([F:24])[F:25])[cH:19][cH:20][cH:21]3)[C:13](=[O:15])[CH2:14]2)[cH:7][cH:8]1.[CH2:33]1[NH:34][CH2:35][CH2:36][O:37][CH2:38]1.[O:39]1[CH2:40][CH2:41][CH2:42][CH2:43]1>>[C:1](#[N:2])[c:3]1[cH:4][cH:5][c:6]([CH:9]2[C:10]([C:27](=[O:28])[OH:29])=[C:11]([CH3:26])[N:12]([c:16]3[cH:17][c:18]([C:22]([F:23])([F:24])[F:25])[cH:19][cH:20][cH:21]3)[C:13](=[O:15])[CH2:14]2)[cH:7][cH:8]1. Starting materials: NC1=C(C(NC(N1CCCC)=O)=O)N=O (6-amino-1-butyl-5-nitroso-2,4-(1H,3H)pyrimidinedione), 200. The reagents and catalysts are O=[Pt]=O (PtO2). Run in CN(C)C=O (DMF). Yields the product C(CCC)N1C(NC(C(=C1N)N)=O)=O (1-butyl-5,6-diamino-2,4-(1H,3H)-pyrimidinedione). RXN SMILES: [NH2:1][C:2]1[N:7]([CH2:8][CH2:9][CH2:10][CH3:11])[C:6](=[O:12])[NH:5][C:4](=[O:13])[C:3]=1[N:14]=O>CN(C=O)C.O=[Pt]=O>[CH2:8]([N:7]1[C:2]([NH2:1])=[C:3]([NH2:14])[C:4](=[O:13])[NH:5][C:6]1=[O:12])[CH2:9][CH2:10][CH3:11]. Procedure: 52.8 g (0.27 mol) of 6-amino-1-butyl-5-nitroso-2,4-(1H,3H)-pyrimidinedione (IX) was dissolved in 1 l of DMF at 90° C. and catalytically hydrogenated in the presence of 0.1 g PtO2 for 18 hours and at room temperature and at a pressure of 200 KPa. The catalyst and the crystals were filtered off and washed with ethanol. Yield 36.6 g (67%) (X), NMR. Starting materials: CC(C)C(NC(=O)C(C)N(C)C(=O)OCc1ccccc1)C(=O)N1CCC2C1C(Oc1ccccc1)CN2C(=O)OC(C)(C)C, CO. Yields the product CNC(C)C(=O)NC(C(=O)N1CCC2C1C(Oc1ccccc1)CN2C(=O)OC(C)(C)C)C(C)C. As a reaction SMILES: [C:1]([CH3:2])([CH3:3])([CH3:4])[O:5][C:6](=[O:7])[N:8]1[CH:9]2[CH:10]([CH:11]([O:13][c:14]3[cH:15][cH:16][cH:17][cH:18][cH:19]3)[CH2:12]1)[N:20]([C:23]([CH:24]([CH:25]([CH3:26])[CH3:27])[NH:28][C:29]([CH:30]([CH3:31])[N:32]([CH3:33])[C:34]([O:35][CH2:36][c:37]1[cH:38][cH:39][cH:40][cH:41][cH:42]1)=[O:43])=[O:44])=[O:45])[CH2:21][CH2:22]2.[CH3:46][OH:47]>>[C:1]([CH3:2])([CH3:3])([CH3:4])[O:5][C:6](=[O:7])[N:8]1[CH:9]2[CH:10]([CH:11]([O:13][c:14]3[cH:15][cH:16][cH:17][cH:18][cH:19]3)[CH2:12]1)[N:20]([C:23]([CH:24]([CH:25]([CH3:26])[CH3:27])[NH:28][C:29]([CH:30]([CH3:31])[NH:32][CH3:33])=[O:44])=[O:45])[CH2:21][CH2:22]2. The reactants are C(C1=CC=CC=C1)O (Benzyl alcohol), [H-].[Na+] (Sodium hydride), oil, C(C1=CC=CC=C1)O (benzyl alcohol), N#N (N2), ClC1=C2NC=NC2=NC(=N1)N (6-chloro-2-aminopurine). Run in C1(=CC=CC=C1)C (Toluene). Conditions: temperature 115 celsius, time 10 minute. The product is C(C1=CC=CC=C1)OC1=C2NC=NC2=NC(=N1)N (6-Benzyloxy-2-amino-purine). As a reaction SMILES: [H-].[Na+].N#N.[CH2:5]([OH:12])[C:6]1[CH:11]=[CH:10][CH:9]=[CH:8][CH:7]=1.Cl[C:14]1[N:22]=[C:21]([NH2:23])[N:20]=[C:19]2[C:15]=1[NH:16][CH:17]=[N:18]2>C1(C)C=CC=CC=1>[CH2:5]([O:12][C:14]1[N:22]=[C:21]([NH2:23])[N:20]=[C:19]2[C:15]=1[NH:16][CH:17]=[N:18]2)[C:6]1[CH:11]=[CH:10][CH:9]=[CH:8][CH:7]=1 |f:0.1|. Procedure: 60% Sodium hydride in mineral oil (2.36 g, 0.059 moles) was charged to a 500 mL 3-neck flask equipped with magnetic stirring, temperature probe, condenser, and N2 inlet. Toluene (250 mL) was added. Benzyl alcohol (50 mL) was added dropwise over 30 minutes. After addition of benzyl alcohol, the reaction was stirred 10 minutes. Then 6-chloro-2-aminopurine (5.00 g, 0.029 moles) was added and the reaction mixture was heated to reflux (115° C.) for 4.5 hours. The reaction mixture was filtered hot thr...